The task is: describe an organic reaction: reactants, conditions, products, and yield. This data is from the Open Reaction Database (ORD), a public repository of structured organic reaction records. Reactants: CC(=O)OCC(=O)Cl, ClCCl, CNc1cccc(N)c1C(N)=O, c1ccncc1. Product: CNc1cccc(NC(=O)COC(C)=O)c1C(N)=O. RXN SMILES: [C:19]([CH3:20])(=[O:21])[O:22][CH2:23][C:24](=[O:25])[Cl:26].[CH2:27]([Cl:28])[Cl:29].[NH2:1][c:2]1[c:3]([C:4](=[O:5])[NH2:6])[c:7]([NH:11][CH3:12])[cH:8][cH:9][cH:10]1.[cH:13]1[cH:14][cH:15][n:16][cH:17][cH:18]1>>[NH:1]([c:2]1[c:3]([C:4](=[O:5])[NH2:6])[c:7]([NH:11][CH3:12])[cH:8][cH:9][cH:10]1)[C:24]([CH2:23][O:22][C:19]([CH3:20])=[O:21])=[O:25].